This data is from the Open Reaction Database (ORD), a public repository of structured organic reaction records. The task is: describe an organic reaction: reactants, conditions, products, and yield The reactants are C(C)(=O)OC(C)=O (acetic anhydride), C1(=CC=CC=C1)O (phenol). Run in C(C)(=O)O (acetic acid). The product is C(C)(=O)OC1=CC=CC=C1 (phenyl acetate). Reaction SMILES: [C:1]([O:4][C:5](=[O:7])[CH3:6])(=O)[CH3:2].[C:8]1(O)[CH:13]=CC=[CH:10][CH:9]=1>C(O)(=O)C>[C:5]([O:4][C:1]1[CH:10]=[CH:9][CH:8]=[CH:13][CH:2]=1)(=[O:7])[CH3:6]. Reported procedure: reacting acetic anhydride with a phenol to produce a phenyl acetate and acetic acid; The reactants are CC(NC(=O)OC(C)(C)C)c1cccc(Br)c1, C=C[Sn](CCCC)(CCCC)CCCC, Cc1ccccc1. Product: C=Cc1cccc(C(C)NC(=O)OC(C)(C)C)c1. RXN SMILES: [C:1]([CH3:2])([CH3:3])([CH3:4])[O:5][C:6]([NH:7][CH:8]([CH3:9])[c:10]1[cH:11][c:12]([Br:16])[cH:13][cH:14][cH:15]1)=[O:17].[CH2:18]([CH2:19][CH2:31][CH3:32])[Sn:20]([CH2:21][CH2:22][CH2:23][CH3:24])([CH2:25][CH2:26][CH2:27][CH3:28])[CH:29]=[CH2:30].[CH3:33][c:34]1[cH:35][cH:36][cH:37][cH:38][cH:39]1>>[C:1]([CH3:2])([CH3:3])([CH3:4])[O:5][C:6]([NH:7][CH:8]([CH3:9])[c:10]1[cH:11][c:12]([CH:18]=[CH2:19])[cH:13][cH:14][cH:15]1)=[O:17].